This data is from the Open Reaction Database (ORD), a public repository of structured organic reaction records. The task is: describe an organic reaction: reactants, conditions, products, and yield The reactants are FC1=CC=C(C=C1)C=1C=CC=2N(N1)C(=NN2)SC=2C=CC(=C(N)C2)[N+](=O)[O-] (5-{[6-(4-fluorophenyl)[1,2,4]triazolo[4,3-b]pyridazin-3-yl]sulphanyl}-2-nitroaniline), O (water), aqueous solution, N (ammonia). Reagents/catalysts: [Zn] (zinc(0)). The solvent is C(C)(=O)O (acetic acid). Reaction conditions: temperature 20 celsius, time 1 hour. Yields the product FC1=CC=C(C=C1)C=1CCC=2N(N1)C(=NN2)SC=2C=C(C(=CC2)N)N (4-{[6-(4-fluorophenyl)-7,8-dihydro[1,2,4]triazolo[4,3-b]pyridazin-3-yl]sulphanyl}benzene-1,2-diamine). Isolated yield 215.3%. As a reaction SMILES: [F:1][C:2]1[CH:7]=[CH:6][C:5]([C:8]2[CH:9]=[CH:10][C:11]3[N:12]([C:14]([S:17][C:18]4[CH:19]=[CH:20][C:21]([N+:25]([O-])=O)=[C:22]([CH:24]=4)[NH2:23])=[N:15][N:16]=3)[N:13]=2)=[CH:4][CH:3]=1.O.N>C(O)(=O)C.[Zn]>[F:1][C:2]1[CH:7]=[CH:6][C:5]([C:8]2[CH2:9][CH2:10][C:11]3[N:12]([C:14]([S:17][C:18]4[CH:24]=[C:22]([NH2:23])[C:21]([NH2:25])=[CH:20][CH:19]=4)=[N:15][N:16]=3)[N:13]=2)=[CH:4][CH:3]=1. Procedure details: 422 mg of zinc(0) are added to a solution of 240 mg of 5-{[6-(4-fluorophenyl)[1,2,4]triazolo[4,3-b]pyridazin-3-yl]sulphanyl}-2-nitroaniline in 13 cm3 of acetic acid and the resulting mixture is stirred for 1 h at 20° C. 30 cm3 of water are then added to the reaction mixture, which is changed to an alkaline medium by adding 16 cm3 of an aqueous solution of ammonia at 28%. The mixture obtained is extracted with ethyl acetate. The resulting organic phase is washed successively with a saturated aque... Reactants: Cl (hydrochloric acid), CSC(OC(C)C)=S (isopropyl (methylsulfanyl)methanethioate), C(C)(=O)C=1OC=CC1 (2-acetyl furan), CC(C)([O-])C.[K+] (potassium t-butoxide). RXN SMILES: C[S:2][C:3](=S)[O:4][CH:5]([CH3:7])[CH3:6].[C:9]([C:12]1[O:13][CH:14]=[CH:15][CH:16]=1)(=[O:11])[CH3:10].CC(C)([O-])C.[K+].Cl>C(O)(C)(C)C>[O:13]1[CH:14]=[CH:15][CH:16]=[C:12]1[C:9](=[O:11])[CH2:10][C:3](=[S:2])[O:4][CH:5]([CH3:7])[CH3:6] |f:2.3|. Isolated yield 37.3%. Reported procedure: A mixture of isopropyl (methylsulfanyl)methanethioate (7.0 g, 46.7 mmol), 2-acetyl furan (5.14 g, 46.7 mmol), potassium t-butoxide (10.5 g, 93.5 mmol) and t-butanol (35 mL) was stirred overnight at room temperature. Ice was added to the reaction solution, followed by acidifying with 5 N hydrochloric acid. The solid was collected by filtration and washed with water, to give the title compound (3.7 g, 37%). The solvent is C(C)(C)(C)O (t-butanol). Run at time 8 hour. Product: O1C(=CC=C1)C(CC(OC(C)C)=S)=O (Isopropyl 3-(2-furyl)-3-oxopropanethioate). Product: Fc1ccc(Oc2nc(N3CCCCC3)nc(-c3ccc(Cl)cc3Cl)c2-c2ccc(Cl)cc2)cc1F. The reactants are C1CCNCC1, C1CCOC1, CS(=O)(=O)c1nc(Oc2ccc(F)c(F)c2)c(-c2ccc(Cl)cc2)c(-c2ccc(Cl)cc2Cl)n1. As a reaction SMILES: [CH2:35]1[CH2:36][CH2:37][NH:38][CH2:39][CH2:40]1.[CH2:41]1[O:42][CH2:43][CH2:44][CH2:45]1.[CH3:1][S:2](=[O:3])(=[O:4])[c:5]1[n:6][c:7](-[c:27]2[c:28]([Cl:34])[cH:29][c:30]([Cl:33])[cH:31][cH:32]2)[c:8](-[c:20]2[cH:21][cH:22][c:23]([Cl:26])[cH:24][cH:25]2)[c:9]([O:11][c:12]2[cH:13][c:14]([F:19])[c:15]([F:18])[cH:16][cH:17]2)[n:10]1>>[c:5]1([N:38]2[CH2:37][CH2:36][CH2:35][CH2:40][CH2:39]2)[n:6][c:7](-[c:27]2[c:28]([Cl:34])[cH:29][c:30]([Cl:33])[cH:31][cH:32]2)[c:8](-[c:20]2[cH:21][cH:22][c:23]([Cl:26])[cH:24][cH:25]2)[c:9]([O:11][c:12]2[cH:13][c:14]([F:19])[c:15]([F:18])[cH:16][cH:17]2)[n:10]1. As a reaction SMILES: [Br:17][CH:18]([CH3:19])[CH3:20].[F:1][C:2]([CH:3]([F:4])[F:5])([O:6][c:7]1[cH:8][cH:9][c:10]([CH2:13][C:14]#[N:15])[cH:11][cH:12]1)[F:16].[Na+:22].[OH-:21].[cH:23]1[cH:24][cH:25][cH:26][cH:27][cH:28]1>>[F:1][C:2]([CH:3]([F:4])[F:5])([O:6][c:7]1[cH:8][cH:9][c:10]([CH:13]([C:14]#[N:15])[CH:18]([CH3:19])[CH3:20])[cH:11][cH:12]1)[F:16]. Product: CC(C)C(C#N)c1ccc(OC(F)(F)C(F)F)cc1. The reactants are CC(C)Br, N#CCc1ccc(OC(F)(F)C(F)F)cc1, [Na+], [OH-], c1ccccc1.